Dataset: the Open Reaction Database (ORD), a public repository of structured organic reaction records. Task: describe an organic reaction: reactants, conditions, products, and yield Starting materials: C1(OCCO1)=O (Ethylene carbonate), [N+](=O)([O-])C1=CC=C(C(=O)O)C=C1 (4-Nitrobenzoic acid), C(=O)=O (CO2). The reagents and catalysts are [Cl-].C(C)[N+](CC)(CC)CC (tetraethylammonium chloride). Solvent: C(C)(=O)OCC (ethyl acetate). Conditions: temperature 140 celsius. Product: OCCOC(C1=CC=C(C=C1)[N+](=O)[O-])=O (2-hydroxyethyl-4-nitrobenzoate). Reaction SMILES: [C:1]1(=[O:6])[O:5][CH2:4][CH2:3][O:2]1.[N+:7]([C:10]1[CH:18]=[CH:17][C:13](C(O)=O)=[CH:12][CH:11]=1)([O-:9])=[O:8].C(=O)=O>[Cl-].C([N+](CC)(CC)CC)C.C(OCC)(=O)C>[OH:5][CH2:4][CH2:3][O:2][C:1](=[O:6])[C:13]1[CH:17]=[CH:18][C:10]([N+:7]([O-:9])=[O:8])=[CH:11][CH:12]=1 |f:3.4|. Procedure details: Ethylene carbonate (20 g., 0.22 mole), 4-Nitrobenzoic acid (38 g., 0.2 mole), and tetraethylammonium chloride (2.0 g., 0.04 mole) were placed in a one liter round bottom flask and heated at 140° C. with stirring until evolution of CO2 stopped. The reaction was cooled to room temperature and dissolved in one liter of ethyl acetate. The solution was washed with water and dried over MgSO4. The drying agent was removed by filtration. The volume was reduced in-vacuo and the 2-hydroxyethyl-4-nitrobenz... The reactants are CC(=O)CC(=O)N(C)C, CCN(Cc1cc2c(Nc3cccc(Cl)c3F)ncnc2cc1OC)C1(C(N)=O)CNC1, Cl. The product is CCN(Cc1cc2c(Nc3cccc(Cl)c3F)ncnc2cc1OC)C1(C(N)=O)CN(C(C)CC(=O)N(C)C)C1. As a reaction SMILES: [CH3:34][N:35]([C:36]([CH2:37][C:38](=[O:39])[CH3:40])=[O:41])[CH3:42].[Cl:2][c:3]1[c:4]([F:33])[c:5]([NH:9][c:10]2[n:11][cH:12][n:13][c:14]3[cH:15][c:16]([O:31][CH3:32])[c:17]([CH2:20][N:21]([C:22]4([C:26](=[O:27])[NH2:28])[CH2:23][NH:24][CH2:25]4)[CH2:29][CH3:30])[cH:18][c:19]23)[cH:6][cH:7][cH:8]1.[ClH:1]>>[Cl:2][c:3]1[c:4]([F:33])[c:5]([NH:9][c:10]2[n:11][cH:12][n:13][c:14]3[cH:15][c:16]([O:31][CH3:32])[c:17]([CH2:20][N:21]([C:22]4([C:26](=[O:27])[NH2:28])[CH2:23][N:24]([CH:38]([CH2:37][C:36]([N:35]([CH3:34])[CH3:42])=[O:41])[CH3:40])[CH2:25]4)[CH2:29][CH3:30])[cH:18][c:19]23)[cH:6][cH:7][cH:8]1. RXN SMILES: [Al+3:2].[C:7]([c:8]1[cH:9][cH:10][cH:11][cH:12][cH:13]1)(=[O:14])[N:15]1[CH2:16][CH2:17][c:18]2[nH:19][c:20]3[c:21](-[c:29]4[cH:30][cH:31][cH:32][cH:33][cH:34]4)[cH:22][cH:23][cH:24][c:25]3[c:26]2[CH2:27][CH2:28]1.[H-:1].[H-:4].[H-:5].[H-:6].[Li+:3].[Na+:37].[O:38]1[CH2:39][CH2:40][CH2:41][CH2:42]1.[OH-:36].[OH2:35]>>[CH2:7]([c:8]1[cH:9][cH:10][cH:11][cH:12][cH:13]1)[N:15]1[CH2:16][CH2:17][c:18]2[nH:19][c:20]3[c:21](-[c:29]4[cH:30][cH:31][cH:32][cH:33][cH:34]4)[cH:22][cH:23][cH:24][c:25]3[c:26]2[CH2:27][CH2:28]1. Yields the product c1ccc(CN2CCc3[nH]c4c(-c5ccccc5)cccc4c3CC2)cc1. Starting materials: [Al+3], O=C(c1ccccc1)N1CCc2[nH]c3c(-c4ccccc4)cccc3c2CC1, [H-], [H-], [H-], [H-], [Li+], [Na+], C1CCOC1, [OH-], O.